From a dataset of the Open Reaction Database (ORD), a public repository of structured organic reaction records. describe an organic reaction: reactants, conditions, products, and yield Run in ClCCCl (1,2-dichloroethane), O (Water). Procedure: A mixture of 4-[4-amino-5-(4-phenoxyphenyl)-7H-pyrrolo[2,3-d]pyrimidin-7-yl]cyclohexanone (1.00 g, 2.51 mmol), (3R)-(+)-3-aminopyrrolidine (0.65 g, 7.5 mmol), and acetic acid (0.43 mL, 7.5 mmol) in 1,2-dichloroethane (50 mL) was stirred at ambient temperature under an atmosphere of nitrogen for 45 minutes. Sodium triacetoxyborohydride (0.691 g, 3.26 mmol) was added and the mixture stirred at ambient temperature for 15 hours. Water (50 mL) and sodium bicarbonate (1.35 g, 16.1 mmol) were added and... Reactants: C(C)(=O)O[BH-](OC(C)=O)OC(C)=O.[Na+] (Sodium triacetoxyborohydride), NC=1C2=C(N=CN1)N(C=C2C2=CC=C(C=C2)OC2=CC=CC=C2)C2CCC(CC2)=O (4-[4-amino-5-(4-phenoxyphenyl)-7H-pyrrolo[2,3-d]pyrimidin-7-yl]cyclohexanone), N[C@H]1CNCC1 ((3R)-(+)-3-aminopyrrolidine), C(C)(=O)O (acetic acid), C([O-])(O)=O.[Na+] (sodium bicarbonate). Yields the product O(C1=CC=CC=C1)C1=CC=C(C=C1)C1=CN(C=2N=CN=C(C21)N)[C@@H]2CC[C@@H](CC2)N[C@H]2CNCC2 (cis-5-(4-phenoxyphenyl)-7-{4-[(3R)tetrahydro-1H-3-pyrrolylamino]cyclohexyl}-7H-pyrrolo[2,3-d]pyrimidin-4-amine). RXN SMILES: [NH2:1][C:2]1[C:3]2[C:10]([C:11]3[CH:16]=[CH:15][C:14]([O:17][C:18]4[CH:23]=[CH:22][CH:21]=[CH:20][CH:19]=4)=[CH:13][CH:12]=3)=[CH:9][N:8]([CH:24]3[CH2:29][CH2:28][C:27](=O)[CH2:26][CH2:25]3)[C:4]=2[N:5]=[CH:6][N:7]=1.[NH2:31][C@@H:32]1[CH2:36][CH2:35][NH:34][CH2:33]1.C(O)(=O)C.C(O[BH-](OC(=O)C)OC(=O)C)(=O)C.[Na+].C(=O)(O)[O-].[Na+]>ClCCCl.O>[O:17]([C:14]1[CH:13]=[CH:12][C:11]([C:10]2[C:3]3[C:2]([NH2:1])=[N:7][CH:6]=[N:5][C:4]=3[N:8]([C@H:24]3[CH2:25][CH2:26][C@@H:27]([NH:31][C@@H:32]4[CH2:36][CH2:35][NH:34][CH2:33]4)[CH2:28][CH2:29]3)[CH:9]=2)=[CH:16][CH:15]=1)[C:18]1[CH:23]=[CH:22][CH:21]=[CH:20][CH:19]=1 |f:3.4,5.6|. Reaction conditions: time 45 minute. Isolated yield 24.2%. Reactants: CCOC(=O)C=CC=O, Cc1ccccc1, O=Cc1ccccc1O, O=C(O)c1ccccc1[N+](=O)[O-]. Product: CCOC(=O)C1Oc2ccccc2C=C1C=O. As a reaction SMILES: [CH2:22]([CH3:23])[O:24][C:25]([CH:26]=[CH:27][CH:28]=[O:29])=[O:30].[CH3:31][c:32]1[cH:33][cH:34][cH:35][cH:36][cH:37]1.[CH:13](=[O:14])[c:15]1[cH:16][cH:17][cH:18][cH:19][c:20]1[OH:21].[OH:1][C:2]([c:3]1[c:4]([N+:5](=[O:6])[O-:7])[cH:8][cH:9][cH:10][cH:11]1)=[O:12]>>[CH:13]1=[C:27]([CH:28]=[O:29])[CH:26]([C:25]([O:24][CH2:22][CH3:23])=[O:30])[O:21][c:20]2[c:15]1[cH:16][cH:17][cH:18][cH:19]2. Starting materials: BrC=1C=C(C=CC1C#CC(=O)O)C1=CC=CC=C1 ((3-bromobiphenyl-4-yl)propynoic acid), NC1=CC(=C(C=C1)CCN1CCC(CC1)(O)C(F)(F)F)Cl (1-[2-(4-amino-2-chlorophenyl)ethyl]4-trifluoromethylpiperidin-4-ol). The product is ClC=1C=C(C=CC1CCN1CCC(CC1)(C(F)(F)F)O)NC(C#CC1=C(C=C(C=C1)C1=CC=CC=C1)Br)=O (3-(3-bromobiphenyl-4-yl)propynoic acid-{3-chloro-4-[2-(4-hydroxy-4-trifluoromethylpiperidin-1-yl)ethyl]phenyl}amide). RXN SMILES: [Br:1][C:2]1[CH:3]=[C:4]([C:13]2[CH:18]=[CH:17][CH:16]=[CH:15][CH:14]=2)[CH:5]=[CH:6][C:7]=1[C:8]#[C:9][C:10]([OH:12])=O.[NH2:19][C:20]1[CH:25]=[CH:24][C:23]([CH2:26][CH2:27][N:28]2[CH2:33][CH2:32][C:31]([C:35]([F:38])([F:37])[F:36])([OH:34])[CH2:30][CH2:29]2)=[C:22]([Cl:39])[CH:21]=1>>[Cl:39][C:22]1[CH:21]=[C:20]([NH:19][C:10](=[O:12])[C:9]#[C:8][C:7]2[CH:6]=[CH:5][C:4]([C:13]3[CH:18]=[CH:17][CH:16]=[CH:15][CH:14]=3)=[CH:3][C:2]=2[Br:1])[CH:25]=[CH:24][C:23]=1[CH2:26][CH2:27][N:28]1[CH2:33][CH2:32][C:31]([OH:34])([C:35]([F:37])([F:38])[F:36])[CH2:30][CH2:29]1. Reported procedure: Prepared analogously to Example 2.3.f. from (3-bromobiphenyl-4-yl)propynoic acid and 1-[2-(4-amino-2-chlorophenyl)ethyl]4-trifluoromethylpiperidin-4-ol. Yield: 36 mg (10.5% of theory); C29H25BrClF3N2O2 (M=605.87); calc.: molecular ion peak (M+H)+: 605/07/09; found: molecular ion peak (M+H)+: 605/07/09. Starting materials: Cn1cc(Br)ccc1=O, COCC1(c2ccccc2)CCN(C(C)c2ccc(B3OC(C)(C)C(C)(C)O3)cc2)C(=O)O1. Yields the product COCC1(c2ccccc2)CCN(C(C)c2ccc(-c3ccc(=O)n(C)c3)cc2)C(=O)O1. As a reaction SMILES: [Br:34][c:35]1[cH:36][cH:37][c:38](=[O:42])[n:39]([CH3:41])[cH:40]1.[CH3:1][O:2][CH2:3][C:4]1([c:28]2[cH:29][cH:30][cH:31][cH:32][cH:33]2)[CH2:5][CH2:6][N:7]([CH:11]([CH3:12])[c:13]2[cH:14][cH:15][c:16]([B:19]3[O:20][C:21]([CH3:22])([CH3:23])[C:24]([CH3:25])([CH3:26])[O:27]3)[cH:17][cH:18]2)[C:8](=[O:10])[O:9]1>>[CH3:1][O:2][CH2:3][C:4]1([c:28]2[cH:29][cH:30][cH:31][cH:32][cH:33]2)[CH2:5][CH2:6][N:7]([CH:11]([CH3:12])[c:13]2[cH:14][cH:15][c:16](-[c:35]3[cH:36][cH:37][c:38](=[O:42])[n:39]([CH3:41])[cH:40]3)[cH:17][cH:18]2)[C:8](=[O:10])[O:9]1. Starting materials: CO, COC(C)(C)OC, Cl, NCCSCC(=O)O. Yields the product Cl, COC(=O)CSCCN. RXN SMILES: [CH3:17][OH:18].[CH3:9][O:10][C:11]([O:12][CH3:13])([CH3:14])[CH3:15].[ClH:16].[NH2:1][CH2:2][CH2:3][S:4][CH2:5][C:6](=[O:7])[OH:8]>>[ClH:16].[NH2:1][CH2:2][CH2:3][S:4][CH2:5][C:6]([O:7][CH3:9])=[O:8].